Dataset: the Open Reaction Database (ORD), a public repository of structured organic reaction records. Task: describe an organic reaction: reactants, conditions, products, and yield Starting materials: C1(=CC=CC=C1)C.C(C)(C)(C)OC(=O)NC=1C=C2CCC(OC2=CC1)O (6-(tert-butyloxycarbonylamino)chroman-2-ol toluene), C(=O)(OCC)C=P(C1=CC=CC=C1)(C1=CC=CC=C1)C1=CC=CC=C1 ((carbethoxymethylene)triphenylphosphorane), [O-]CC.[Na+] (sodium ethoxide), C(=O)(OCC)C=P(C1=CC=CC=C1)(C1=CC=CC=C1)C1=CC=CC=C1 ((carbethoxymethylene)triphenylphosphorane), [O-]CC.[Na+] (sodium ethoxide), [O-]CC.[Na+] (sodium ethoxide). The solvent is C1(=CC=CC=C1)C (toluene). Reaction conditions: temperature 80 celsius, time 18 hour. Yields the product C(C)(C)(C)OC(=O)NC=1C=C2CCC(OC2=CC1)CC(=O)OCC (ethyl 2-(6-(tert-butyloxycarbonylamino)chroman-2-yl)acetate). RXN SMILES: C1(C)C=CC=CC=1.[C:8]([O:12][C:13]([NH:15][C:16]1[CH:17]=[C:18]2[C:23](=[CH:24][CH:25]=1)[O:22][CH:21](O)[CH2:20][CH2:19]2)=[O:14])([CH3:11])([CH3:10])[CH3:9].[C:27]([CH:32]=P(C1C=CC=CC=1)(C1C=CC=CC=1)C1C=CC=CC=1)([O:29][CH2:30][CH3:31])=[O:28].[O-]CC.[Na+]>C1(C)C=CC=CC=1>[C:8]([O:12][C:13]([NH:15][C:16]1[CH:17]=[C:18]2[C:23](=[CH:24][CH:25]=1)[O:22][CH:21]([CH2:32][C:27]([O:29][CH2:30][CH3:31])=[O:28])[CH2:20][CH2:19]2)=[O:14])([CH3:11])([CH3:10])[CH3:9] |f:0.1,3.4|. Procedure: Into the 6-(tert-butyloxycarbonylamino)chroman-2-ol toluene solution of Example 2 (8 L) was added 1225 g of (carbethoxymethylene)triphenylphosphorane (95%) and 1.1 g of sodium ethoxide. The stirred reaction was heated to 80° C. for 2 h. An additional 3.2 g of sodium ethoxide was added, and the mixture stirred at 80° C. for 18 h. Because the reaction was not complete by TLC, an additional 122 g of (carbethoxymethylene)triphenylphosphorane and 1.0 g of sodium ethoxide was added. The reaction mixtu... Reactants: COC(=O)C(C)(C)Br, O=C([O-])[O-], CN(C)C=O, Clc1ccc(C2CC3CNCC32)cc1, [K+], [K+]. RXN SMILES: [Br:21][C:22]([C:23](=[O:24])[O:25][CH3:26])([CH3:27])[CH3:28].[C:15](=[O:16])([O-:17])[O-:18].[CH3:29][N:30]([CH3:31])[CH:32]=[O:33].[Cl:1][c:2]1[cH:3][cH:4][c:5]([CH:8]2[CH:9]3[CH2:10][NH:11][CH2:12][CH:13]3[CH2:14]2)[cH:6][cH:7]1.[K+:19].[K+:20]>>[Cl:1][c:2]1[cH:3][cH:4][c:5]([CH:8]2[CH:9]3[CH2:10][N:11]([C:22]([C:23](=[O:24])[O:25][CH3:26])([CH3:27])[CH3:28])[CH2:12][CH:13]3[CH2:14]2)[cH:6][cH:7]1. The product is COC(=O)C(C)(C)N1CC2CC(c3ccc(Cl)cc3)C2C1. Reactants: ClC1=C(C=C(C=C1)C1(N(C(SC1)=NC)C)O)S(N)(=O)=O (4-(4-chloro-3-sulfamoylphenyl)-3-methyl-2-methylimino-1,3-thiazolidine-4-ol), C(C(O)C)(=O)O (lactic acid). Run in C(C)O (ethanol). Reaction conditions: time 3 hour. The product is ClC1=C(C=C(C=C1)C1(N(C(SC1)=NC)C)O)S(N)(=O)=O.C(C(O)C)(=O)[O-] (4-(4-Chloro-3-sulfamoylphenyl)-3-methyl-2-methylimino-1,3-thiazolidine-4-ol lactate). Reaction SMILES: [Cl:1][C:2]1[CH:7]=[CH:6][C:5]([C:8]2([OH:16])[CH2:12][S:11][C:10](=[N:13][CH3:14])[N:9]2[CH3:15])=[CH:4][C:3]=1[S:17](=[O:20])(=[O:19])[NH2:18].[C:21]([OH:26])(=[O:25])[CH:22]([CH3:24])[OH:23]>C(O)C>[Cl:1][C:2]1[CH:7]=[CH:6][C:5]([C:8]2([OH:16])[CH2:12][S:11][C:10](=[N:13][CH3:14])[N:9]2[CH3:15])=[CH:4][C:3]=1[S:17](=[O:19])(=[O:20])[NH2:18].[C:21]([O-:26])(=[O:25])[CH:22]([CH3:24])[OH:23] |f:3.4|. Procedure: To 1.5 g of 4-(4-chloro-3-sulfamoylphenyl)-3-methyl-2-methylimino-1,3-thiazolidine-4-ol 0.7 g of lactic acid were added in 10 ml of ethanol, the mixture was stirred for 3 hours at room temperature and precipitated with diisopropyl ether. After decanting of the solvent the oil was dissolved in water and lyophilized. The result was a colorless, amorphous solid substance that was decomposed from 120° C onwards γC=N 1630 cm-1. Reactants: CN(CC#C)CC=1C=CC=CC1 (pargyline), O=C1C(O)=C([O-])[C@H](O1)[C@@H](O)CO.[Na+] (sodium ascorbate). Product: NCCC1=CC(O)=C(O)C=C1 (Dopamine). Reaction SMILES: C[N:2](CC1C=CC=CC=1)[CH2:3][C:4]#C.O=[C:14]1O[C@H:19]([C@H:21]([CH2:23][OH:24])[OH:22])[C:17]([O-])=[C:15]1O.[Na+]>>[NH2:2][CH2:3][CH2:4][C:17]1[CH:15]=[CH:14][C:23]([OH:24])=[C:21]([OH:22])[CH:19]=1 |f:1.2|. Procedure details: The uptake reaction mixture was suspended in a final volume of 200 μl containing pargyline (final concentration of 10 μM) and sodium ascorbate (final concentration of 0.2 mg/ml) in each well of 96-well-round-bottom-plate.